describe an organic reaction: reactants, conditions, products, and yield From a dataset of the Open Reaction Database (ORD), a public repository of structured organic reaction records. The product is CC1=NN=C(S1)S(=O)(=O)N1C(CN(CC1)C(CN1C(=O)NC(=O)C(C)=C1)=O)=O (1-(5-Methyl-1,3,4-thiadiazole-2-sulfonyl)-4-[(thymin-1-yl)-acetyl]-piperazin-2-one). The reactants are FC(C(=O)O)(F)F.CC1=NN=C(S1)S(=O)(=O)N1CC(NCC1)=O (4-(5-methyl-1,3,4-thiadiazole-2-sulfonyl)-piperazin-2-one trifluoroacetic acid salt), N1(C(=O)NC(=O)C(C)=C1)CC(=O)O ((thymin-1-yl)-acetic acid). Reaction SMILES: FC(F)(F)C(O)=[O:4].[CH3:8][C:9]1[S:13][C:12]([S:14]([N:17]2[CH2:22][CH2:21][NH:20][C:19](=O)[CH2:18]2)(=[O:16])=[O:15])=[N:11][N:10]=1.[N:24]1([CH2:33][C:34](O)=[O:35])[CH:32]=[C:30]([CH3:31])[C:28](=[O:29])[NH:27][C:25]1=[O:26]>>[CH3:8][C:9]1[S:13][C:12]([S:14]([N:17]2[CH2:22][CH2:21][N:20]([C:34](=[O:35])[CH2:33][N:24]3[CH:32]=[C:30]([CH3:31])[C:28](=[O:29])[NH:27][C:25]3=[O:26])[CH2:19][C:18]2=[O:4])(=[O:16])=[O:15])=[N:11][N:10]=1 |f:0.1|. Procedure: The title compound was synthesized by the reaction of 4-(5-methyl-1,3,4-thiadiazole-2-sulfonyl)-piperazin-2-one trifluoroacetic acid salt with (thymin-1-yl)-acetic acid as per the procedure of method B described in example 64, Reactants: S1C(=NC2=C1C=CC=C2)NC(=O)OC[C@H](CCC(=O)OC)N(C(=O)NCC2=C(C(=CC=C2)F)Cl)C ((S)-methyl 5-(benzo[d]thiazol-2-ylcarbamoyloxy)-4-(3-(2-chloro-3-fluorobenzyl)-1-methylureido)pentanoate), [Li+].[OH-] (LiOH), C(C)(=O)OCC (ethyl acetate), Cl (HCl). The solvent is O1CCOCC1 (1,4-dioxane). Run at time 2 hour. Yields the product S1C(=NC2=C1C=CC=C2)NC(=O)OC[C@H](CCC(=O)O)N(C(=O)NCC2=C(C(=CC=C2)F)Cl)C ((S)-5-(benzo[d]thiazol-2-ylcarbamoyloxy)-4-(3-(2-chloro-3-fluorobenzyl)-1-methylureido)pentanoic acid). The yield is 0.4%. As a reaction SMILES: [S:1]1[C:5]2[CH:6]=[CH:7][CH:8]=[CH:9][C:4]=2[N:3]=[C:2]1[NH:10][C:11]([O:13][CH2:14][C@@H:15]([N:22]([CH3:35])[C:23]([NH:25][CH2:26][C:27]1[CH:32]=[CH:31][CH:30]=[C:29]([F:33])[C:28]=1[Cl:34])=[O:24])[CH2:16][CH2:17][C:18]([O:20]C)=[O:19])=[O:12].[Li+].[OH-].Cl.C(OCC)(=O)C>O1CCOCC1>[S:1]1[C:5]2[CH:6]=[CH:7][CH:8]=[CH:9][C:4]=2[N:3]=[C:2]1[NH:10][C:11]([O:13][CH2:14][C@@H:15]([N:22]([CH3:35])[C:23]([NH:25][CH2:26][C:27]1[CH:32]=[CH:31][CH:30]=[C:29]([F:33])[C:28]=1[Cl:34])=[O:24])[CH2:16][CH2:17][C:18]([OH:20])=[O:19])=[O:12] |f:1.2|. Reported procedure: To a solution of (S)-methyl 5-(benzo[d]thiazol-2-ylcarbamoyloxy)-4-(3-(2-chloro-3-fluorobenzyl)-1-methylureido)pentanoate (2.3 g, 4.4 mmol) in 1,4-dioxane (15 mL) was added LiOH (2 N, 4.4 mL, 2 equiv.). The reaction mixture was stirred at RT for 2 h. The mixture was acidified to pH ˜3 with HCl (1 N, ˜10 mL), and ethyl acetate (50 mL) was added. The organic layer was extracted with EtOAc (3×20 mL), dried over Na2SO4 and concentrated. A small sample (30 mg) was purified by RP-HPLC (20-100% ACN in ... The reactants are Cc1ccccc1, CCO, COc1cc2nccc(Oc3ccc(N)c(Cl)c3)c2cc1OC, O=C(N=C=S)c1ccccc1Cl. The product is COc1cc2nccc(Oc3ccc(NC(=S)NC(=O)c4ccccc4Cl)c(Cl)c3)c2cc1OC. Reaction SMILES: [CH3:36][c:37]1[cH:38][cH:39][cH:40][cH:41][cH:42]1.[CH3:43][CH2:44][OH:45].[Cl:13][c:14]1[c:15]([NH2:16])[cH:17][cH:18][c:19]([O:21][c:22]2[cH:23][cH:24][n:25][c:26]3[cH:27][c:28]([O:34][CH3:35])[c:29]([O:32][CH3:33])[cH:30][c:31]23)[cH:20]1.[Cl:1][c:2]1[c:3]([C:8](=[O:9])[N:10]=[C:11]=[S:12])[cH:4][cH:5][cH:6][cH:7]1>>[Cl:1][c:2]1[c:3]([C:8](=[O:9])[NH:10][C:11](=[S:12])[NH:16][c:15]2[c:14]([Cl:13])[cH:20][c:19]([O:21][c:22]3[cH:23][cH:24][n:25][c:26]4[cH:27][c:28]([O:34][CH3:35])[c:29]([O:32][CH3:33])[cH:30][c:31]34)[cH:18][cH:17]2)[cH:4][cH:5][cH:6][cH:7]1. The reactants are C=CCBr, CC(C)=O, O=C1c2ccccc2C(=O)N1c1n[nH]c2ccc(C(F)(F)F)cc12, [K+], [K+], O=C([O-])[O-]. Product: C=CCn1nc(N2C(=O)c3ccccc3C2=O)c2cc(C(F)(F)F)ccc21. As a reaction SMILES: [CH2:31]([CH:32]=[CH2:33])[Br:34].[CH3:35][C:36](=[O:37])[CH3:38].[F:1][C:2]([c:3]1[cH:4][c:5]2[c:6]([N:12]3[C:13](=[O:22])[c:14]4[cH:15][cH:16][cH:17][cH:18][c:19]4[C:20]3=[O:21])[n:7][nH:8][c:9]2[cH:10][cH:11]1)([F:23])[F:24].[K+:25].[K+:26].[O-:27][C:28]([O-:29])=[O:30]>>[F:1][C:2]([c:3]1[cH:4][c:5]2[c:6]([N:12]3[C:13](=[O:22])[c:14]4[cH:15][cH:16][cH:17][cH:18][c:19]4[C:20]3=[O:21])[n:7][n:8]([CH2:33][CH:32]=[CH2:31])[c:9]2[cH:10][cH:11]1)([F:23])[F:24]. Starting materials: CCOC(=O)C(=O)CC(=O)C=Cc1ccc(Cl)cc1, CC(=O)[O-], CCO, [NH4+]. Product: CCOC(=O)C(N)=CC(=O)C=Cc1ccc(Cl)cc1. RXN SMILES: [CH2:1]([CH3:2])[O:3][C:4]([C:5]([CH2:6][C:7]([CH:8]=[CH:9][c:10]1[cH:11][cH:12][c:13]([Cl:16])[cH:14][cH:15]1)=[O:17])=[O:18])=[O:19].[CH3:21][C:22](=[O:23])[O-:24].[CH3:25][CH2:26][OH:27].[NH4+:20]>>[CH2:1]([CH3:2])[O:3][C:4]([C:5](=[CH:6][C:7]([CH:8]=[CH:9][c:10]1[cH:11][cH:12][c:13]([Cl:16])[cH:14][cH:15]1)=[O:17])[NH2:20])=[O:19]. Starting materials: CCO, O=C(O)C(Cl)CCc1ccc(-c2ccccc2Cl)cc1, [Na+], [Na+], [Na], O=S([O-])[O-]. The product is O=C(O)C(CCc1ccc(-c2ccccc2Cl)cc1)S(=O)(=O)O. RXN SMILES: [CH3:28][CH2:29][OH:30].[Cl:7][CH:8]([C:9](=[O:10])[OH:11])[CH2:12][CH2:13][c:14]1[cH:15][cH:16][c:17](-[c:20]2[c:21]([Cl:26])[cH:22][cH:23][cH:24][cH:25]2)[cH:18][cH:19]1.[Na+:5].[Na+:6].[Na:27].[S:1](=[O:2])([O-:3])[O-:4]>>[S:1](=[O:2])(=[O:3])([OH:4])[CH:8]([C:9](=[O:10])[OH:11])[CH2:12][CH2:13][c:14]1[cH:15][cH:16][c:17](-[c:20]2[c:21]([Cl:26])[cH:22][cH:23][cH:24][cH:25]2)[cH:18][cH:19]1. Reactants: FC(CN1N=CN=C1C=1SC=2CCOC3=C(C2N1)C=CC(=C3)C=3C=NN(C3)CC(=O)O)(F)F ((4-{2-[2-(2,2,2-Trifluoro-ethyl)-2H-[1,2,4]triazol-3-yl]-4,5-dihydro-6-oxa-3-thia-1-aza-benzo[e]azulen-8-yl}-pyrazol-1-yl)-acetic acid), CNC (dimethylamine). Product: CN(C(CN1N=CC(=C1)C1=CC2=C(C=3N=C(SC3CCO2)C=2N(N=CN2)CC(F)(F)F)C=C1)=O)C (N,N-Dimethyl-2-(4-{2-[2-(2,2,2-trifluoro-ethyl)-2H-[1,2,4]triazol-3-yl]-4,5-dihydro-6-oxa-3-thia-1-aza-benzo[e]azulen-8-yl}-pyrazol-1-yl)-acetamide). As a reaction SMILES: [F:1][C:2]([F:33])([F:32])[CH2:3][N:4]1[C:8]([C:9]2[S:10][C:11]3[CH2:12][CH2:13][O:14][C:15]4[CH:22]=[C:21]([C:23]5[CH:24]=[N:25][N:26]([CH2:28][C:29](O)=[O:30])[CH:27]=5)[CH:20]=[CH:19][C:16]=4[C:17]=3[N:18]=2)=[N:7][CH:6]=[N:5]1.[CH3:34][NH:35][CH3:36]>>[CH3:34][N:35]([CH3:36])[C:29](=[O:30])[CH2:28][N:26]1[CH:27]=[C:23]([C:21]2[CH:20]=[CH:19][C:16]3[C:17]4[N:18]=[C:9]([C:8]5[N:4]([CH2:3][C:2]([F:32])([F:1])[F:33])[N:5]=[CH:6][N:7]=5)[S:10][C:11]=4[CH2:12][CH2:13][O:14][C:15]=3[CH:22]=2)[CH:24]=[N:25]1. Reported procedure: Following the procedure for 240, (4-{2-[2-(2,2,2-Trifluoro-ethyl)-2H-[1,2,4]triazol-3-yl]-4,5-dihydro-6-oxa-3-thia-1-aza-benzo[e]azulen-8-yl}-pyrazol-1-yl)-acetic acid was reacted with dimethylamine to give 241. MS(ESI+) 504.1. 1H NMR (400 MHz, DMSO) δ 8.31-8.26 (m, 2H), 8.16 (s, 1H), 7.97 (s, 1H), 7.44 (dd, J=8.3, 1.6, 1H), 7.31 (d, J=1.4, 1H), 5.87 (q, J=8.7, 2H), 5.12 (s, 2H), 4.40 (t, J=4.9, 2H), 3.47 (t, J=4.9, 2H), 3.05 (s, 3H), 2.87 (s, 3H) The reactants are COC(CCC1=NN(C(=C1)C)CC1=C(C=CC(=C1)Br)OCC(CC)CC)=O (3-{1-[5-Bromo-2-(2-ethyl-butoxy)-benzyl]-5-methyl-1H-pyrazol-3-yl}-propionic acid methyl ester), C1(=CC=CC=C1)B(O)O (benzeneboronic acid). Yields the product C(C)C(COC1=C(C=C(C=C1)C1=CC=CC=C1)CN1N=C(C=C1C)CCC(=O)O)CC (3-{1-[4-(2-Ethyl-butoxy)-biphenyl-3-ylmethyl]-5-methyl-1H-pyrazol-3-yl}-propionic acid). As a reaction SMILES: C[O:2][C:3](=[O:27])[CH2:4][CH2:5][C:6]1[CH:10]=[C:9]([CH3:11])[N:8]([CH2:12][C:13]2[CH:18]=[C:17](Br)[CH:16]=[CH:15][C:14]=2[O:20][CH2:21][CH:22]([CH2:25][CH3:26])[CH2:23][CH3:24])[N:7]=1.[C:28]1(B(O)O)[CH:33]=[CH:32][CH:31]=[CH:30][CH:29]=1>>[CH2:23]([CH:22]([CH2:25][CH3:26])[CH2:21][O:20][C:14]1[CH:15]=[CH:16][C:17]([C:28]2[CH:33]=[CH:32][CH:31]=[CH:30][CH:29]=2)=[CH:18][C:13]=1[CH2:12][N:8]1[C:9]([CH3:11])=[CH:10][C:6]([CH2:5][CH2:4][C:3]([OH:2])=[O:27])=[N:7]1)[CH3:24]. Procedure details: The title compound was prepared from 3-{1-[5-Bromo-2-(2-ethyl-butoxy)-benzyl]-5-methyl-1H-pyrazol-3-yl}-propionic acid methyl ester and benzeneboronic acid using Suzuki chemistry and following the method in Example 1, Step 8. Conditions: time 1 hour. Product: FC(S(=O)(=O)OC1=CC=NC=C1)(F)F (pyridin-4-yl trifluoromethanesulfonate). The reactants are C[Si](CCOCN1N=CC(=C1)C1=NC=CC(=C1)O)(C)C (2-(1-((2-(trimethylsilyl)ethoxy)methyl)-1H-pyrazol-4-yl)pyridin-4-ol), TEA, O(S(=O)(=O)C(F)(F)F)S(=O)(=O)C(F)(F)F ((Tf)2O). Procedure details: To solution of 2-(1-((2-(trimethylsilyl)ethoxy)methyl)-1H-pyrazol-4-yl)pyridin-4-ol (0.67 g, 2 mmol) in DCM was added TEA (0.69 g, 7 mmol) and the mixture was stirred at OC, (Tf)2O (0.843 g, 3 mmol) was added slowly. The resulting reaction mixture was steered at r.t. for one hour. Solvent was removed under vacuo. And the residue was purified by silicone gel column to afford 2414(2-(trimethylsilyl)ethoxy)methyl)-1H-pyrazol-4-yl)pyridin-4-yl trifluoromethanesulfonate (0.56 g, 58%) LCMS-ESI+ (m/z):... The solvent is C(Cl)Cl (DCM). Isolated yield 123.3%. Reaction SMILES: C[Si](C)(C)CCOCN1C=C([C:12]2[CH:17]=[C:16]([OH:18])[CH:15]=[CH:14][N:13]=2)C=N1.[O:21](S(C(F)(F)F)(=O)=O)[S:22]([C:25]([F:28])([F:27])[F:26])(=O)=[O:23]>C(Cl)Cl>[F:26][C:25]([F:28])([F:27])[S:22]([O:18][C:16]1[CH:15]=[CH:14][N:13]=[CH:12][CH:17]=1)(=[O:23])=[O:21]. Starting materials: C1(=CC=CC=C1)C=1C(=NC2=CN=CC=C2C1)C1=CC=C(C=C1)CO ([4-(3-phenyl-1,7-naphthyridin-2-yl)phenyl]methanol), ClC1=CC(=CC=C1)C(=O)OO (m-chloroperbenzoic acid). Run in C(Cl)(Cl)Cl (chloroform), C(Cl)(Cl)Cl (chloroform). The product is [O-][N+]1=CC=C2C=C(C(=NC2=C1)C1=CC=C(C=C1)CO)C1=CC=CC=C1 ([4-(7-Oxido-3-phenyl-1,7-naphthyridin-2-yl)phenyl]methanol). Reaction SMILES: [C:1]1([C:7]2[C:8]([C:17]3[CH:22]=[CH:21][C:20]([CH2:23][OH:24])=[CH:19][CH:18]=3)=[N:9][C:10]3[C:15]([CH:16]=2)=[CH:14][CH:13]=[N:12][CH:11]=3)[CH:6]=[CH:5][CH:4]=[CH:3][CH:2]=1.ClC1C=CC=C(C(OO)=[O:33])C=1>C(Cl)(Cl)Cl>[O-:33][N+:12]1[CH:11]=[C:10]2[C:15]([CH:16]=[C:7]([C:1]3[CH:6]=[CH:5][CH:4]=[CH:3][CH:2]=3)[C:8]([C:17]3[CH:18]=[CH:19][C:20]([CH2:23][OH:24])=[CH:21][CH:22]=3)=[N:9]2)=[CH:14][CH:13]=1. Procedure: To a solution of [4-(3-phenyl-1,7-naphthyridin-2-yl)phenyl]methanol (142 mg, 0.455 mmol) in chloroform (3 mL) was added a solution of m-chloroperbenzoic acid (85%, 105 mg, 0.47 mmol) in chloroform (2 mL). The reaction was stirred over night and then the solvent was removed in vacuo. The residue was digested with diethyl ether twice to remove the m-chlorobenzoic acid and give the title compound as a yellow solid. 1H-NMR (500 MHz, CDCl3): δ 9.07 (1H, s), 8.24 (1H, d, J=6.8 Hz), 8.09 (1H, s), 7.70 ...